This data is from the Open Reaction Database (ORD), a public repository of structured organic reaction records. The task is: describe an organic reaction: reactants, conditions, products, and yield Reactants: COC1=CC(=NC=C1)CCC(=O)O (3-(4-methoxypyridin-2-yl)propionic acid), COC1=CC(=NC=C1)CCC(=O)O (3-(4-methoxypyridin-2-yl)propionic acid), NC1=NC=C(C=C1N)C (2,3-diamino-5-methylpyridine). Product: COC1=CC(=NC=C1)CCC1=NC=2C(=NC=C(C2)C)N1 (2-[2-(4-Methoxypyridin-2-yl)ethyl]-6-methyl-3H-imidazo[4,5-b]pyridine). RXN SMILES: [CH3:1][O:2][C:3]1[CH:8]=[CH:7][N:6]=[C:5]([CH2:9][CH2:10][C:11](O)=O)[CH:4]=1.[NH2:14][C:15]1[C:20]([NH2:21])=[CH:19][C:18]([CH3:22])=[CH:17][N:16]=1>>[CH3:1][O:2][C:3]1[CH:8]=[CH:7][N:6]=[C:5]([CH2:9][CH2:10][C:11]2[NH:14][C:15]3=[N:16][CH:17]=[C:18]([CH3:22])[CH:19]=[C:20]3[N:21]=2)[CH:4]=1. Reported procedure: Similarly to Example 1, 0.428 g of 3-(4methoxypyridin-2-yl)propionic acid (starting material A1), 0.26 g of 2,3-diamino-5-methylpyridine (Lappin et al., J. Amer. Chem Soc. 72, 2806 (1950) and 8 g of PPA (4 hours at 140° C.) give 0.25 g of the title compound of m.p. 150–152° C. (crystallized from ethyl acetate). The mass spectrum shows the molecular peaks MH+ and 2MNa+ at 269.3 and 559.1 Da. Starting materials: CC[N+](CC)(CC)Cc1ccccc1, [Cl-], FC(Cl)(Cl)CCCCCCCl, [Na+], [OH-]. Yields the product FC(Cl)=CCCCCCCl. As a reaction SMILES: [CH2:15]([N+:16]([CH2:17][CH3:18])([CH2:19][CH3:20])[CH2:21][c:22]1[cH:23][cH:24][cH:25][cH:26][cH:27]1)[CH3:28].[Cl-:14].[Cl:1][C:2]([CH2:3][CH2:4][CH2:5][CH2:6][CH2:7][CH2:8][Cl:9])([F:10])[Cl:11].[Na+:13].[OH-:12]>>[Cl:1][C:2](=[CH:3][CH2:4][CH2:5][CH2:6][CH2:7][CH2:8][Cl:9])[F:10]. Starting materials: ClC=1C=NC(=NC1)S(=O)(=O)C (5-chloro-2-(methylsulfonyl)pyrimidine), [H-].[Na+] (sodium hydride), [H-].[Na+] (sodium hydride), [Cl-].[NH4+] (ammonium chloride), [H-].[Na+] (sodium hydride), ClC=1C=NC(=NC1)S(=O)(=O)C (5-chloro-2-(methylsulfonyl)pyrimidine), NC1=C(C(=NN1C)OCCO)C1=CC2=C(OCO2)C=C1 (2-{[5-amino-4-(1,3-benzodioxol-5-yl)-1-methyl-1H-pyrazol-3-yl]oxy}-1-ethanol). Solvent: O1CCCC1 (tetrahydrofurane). Conditions: time 8 hour. The product is O1COC2=C1C=CC(=C2)C=2C(=NN(C2N)C)OCCOC2=NC=C(C=N2)Cl (4-(1,3-benzodioxol-5-yl)-3-{2-[(5-chloro-2-pyrimidinyl)oxy]ethoxy}-1-methyl-1H-pyrazol-5-ylamine). Yield: 91.2%. RXN SMILES: [NH2:1][C:2]1[N:6]([CH3:7])[N:5]=[C:4]([O:8][CH2:9][CH2:10][OH:11])[C:3]=1[C:12]1[CH:20]=[CH:19][C:15]2[O:16][CH2:17][O:18][C:14]=2[CH:13]=1.[H-].[Na+].[Cl:23][C:24]1[CH:25]=[N:26][C:27](S(C)(=O)=O)=[N:28][CH:29]=1.[Cl-].[NH4+]>O1CCCC1>[O:16]1[C:15]2[CH:19]=[CH:20][C:12]([C:3]3[C:4]([O:8][CH2:9][CH2:10][O:11][C:27]4[N:28]=[CH:29][C:24]([Cl:23])=[CH:25][N:26]=4)=[N:5][N:6]([CH3:7])[C:2]=3[NH2:1])=[CH:13][C:14]=2[O:18][CH2:17]1 |f:1.2,4.5|. Procedure: To a −78° C. cooled solution of 2-{[5-amino-4-(1,3-benzodioxol-5-yl)-1-methyl-1H-pyrazol-3-yl]oxy}-1-ethanol (710 mg) (Preparation 45) in anhydrous tetrahydrofurane (25 ml) under an atmosphere of nitrogen, was added sodium hydride (60% dispersion in oil, 113 mg) and the mixture was stirred for 10 minutes at this temperature before 5-chloro-2-(methylsulfonyl)pyrimidine (543 mg) was added in one portion and the mixture was stirred overnight at room temperature. The TLC indicated an incomplete reac... Reactants: Cl.N[C@@H](CC1=CC=CC=C1)C(=O)OC(C)(C)C (tert-butyl L-phenylalaninate hydrochloride), C([O-])([O-])=O.[K+].[K+] (potassium carbonate), BrCC=1C=C(C(=O)OC(C)(C)C)C=CC1 (tert-butyl 3-(bromomethyl)benzoate), O (water). Solvent: C(C)#N (acetonitrile). Conditions: time 8 hour. Product: C(C)(C)(C)OC(=O)C=1C=C(CN[C@@H](CC2=CC=CC=C2)C(=O)OC(C)(C)C)C=CC1 (tert-butyl N-[3-(tert-butoxycarbonyl)benzyl]-L-phenylalaninate). The yield is 56.0%. Reaction SMILES: Cl.[NH2:2][C@H:3]([C:11]([O:13][C:14]([CH3:17])([CH3:16])[CH3:15])=[O:12])[CH2:4][C:5]1[CH:10]=[CH:9][CH:8]=[CH:7][CH:6]=1.C(=O)([O-])[O-].[K+].[K+].Br[CH2:25][C:26]1[CH:27]=[C:28]([CH:36]=[CH:37][CH:38]=1)[C:29]([O:31][C:32]([CH3:35])([CH3:34])[CH3:33])=[O:30].O>C(#N)C>[C:32]([O:31][C:29]([C:28]1[CH:27]=[C:26]([CH:38]=[CH:37][CH:36]=1)[CH2:25][NH:2][C@H:3]([C:11]([O:13][C:14]([CH3:17])([CH3:16])[CH3:15])=[O:12])[CH2:4][C:5]1[CH:10]=[CH:9][CH:8]=[CH:7][CH:6]=1)=[O:30])([CH3:35])([CH3:33])[CH3:34] |f:0.1,2.3.4|. Reported procedure: To a solution of tert-butyl L-phenylalaninate hydrochloride (456 mg) in acetonitrile (8.00 mL) were added potassium carbonate (510 mg) and tert-butyl 3-(bromomethyl)benzoate (400 mg), followed by stirring at room temperature overnight. To the reaction suspension was added water, followed by extraction with ethyl acetate. The organic layer was dried over anhydrous sodium sulfate and concentrated under reduced pressure. The residue was purified by silica gel column chromatography (hexane-ethyl ace...